This data is from the Open Reaction Database (ORD), a public repository of structured organic reaction records. The task is: describe an organic reaction: reactants, conditions, products, and yield Starting materials: cuprous iodide, C(CC(C)C)[Li] (isoamyllithium), CC(COS(=O)(=O)C1=CC=C(C=C1)C)[C@H]1CC[C@H]2C3=CC=C4C[C@H](C[C@@H]([C@]4(C)[C@H]3CC[C@]12C)OC(=O)OC)OC(=O)OC (20-methyl-1α,3β-bis(methoxycarbonyloxy)-21-p-toluenesulfonyloxypregna-5,7-diene), [Li].C(CC(C)C)[Cu]CCC(C)C (diisoamylcopper lithium), [Cl-].[NH4+] (ammonium chloride). The solvent is C(C)OCC (diethyl ether), C(C)OCC (diethyl ether), C(C)OCC (diethyl ether), C(C)OCC (diethyl ether). Conditions: time 12 hour. Product: CC(C)CCC[C@@H](C)[C@H]1CC[C@H]2C3=CC=C4C[C@H](C[C@@H]([C@]4(C)[C@H]3CC[C@]12C)O)O (cholesta-5,7-diene-1α,3β-diol). As a reaction SMILES: [CH3:1][CH:2]([C@@H:15]1[C@:32]2([CH3:33])[C@H:18]([C:19]3[C@H:29]([CH2:30][CH2:31]2)[C@:27]2([CH3:28])[C:22]([CH2:23][C@@H:24]([O:39]C(OC)=O)[CH2:25][C@@H:26]2[O:34]C(OC)=O)=[CH:21][CH:20]=3)[CH2:17][CH2:16]1)[CH2:3]OS(C1C=CC(C)=CC=1)(=O)=O.[Li].C([Cu]CCC(C)C)CC(C)C.[CH2:56]([Li])[CH2:57][CH:58]([CH3:60])[CH3:59].[Cl-].[NH4+]>C(OCC)C>[CH3:59][CH:58]([CH2:57][CH2:56][CH2:3][C@H:2]([C@@H:15]1[C@:32]2([CH3:33])[C@H:18]([C:19]3[C@H:29]([CH2:30][CH2:31]2)[C@:27]2([CH3:28])[C:22]([CH2:23][C@@H:24]([OH:39])[CH2:25][C@@H:26]2[OH:34])=[CH:21][CH:20]=3)[CH2:17][CH2:16]1)[CH3:1])[CH3:60] |f:1.2,4.5,^1:43|. Reported procedure: A solution of 51 mg of 20-methyl-1α,3β-bis(methoxycarbonyloxy)-21-p-toluenesulfonyloxypregna-5,7-diene in 1 ml of diethyl ether was added dropwise, at -50° C. to -60° C., to a diethyl ether solution of diisoamylcopper lithium as prepared from 100 mg of cuprous iodide and 0.9 ml of 1.1N diethyl ether solution of isoamyllithium in 2 ml of diethyl ether. reaction mixture was poured into a cold aqueous solution of ammonium chloride and the resulting mixture was extracted with diethyl ether. The extr... Starting materials: C([O-])(O)=O.[Na+] (sodium bicarbonate), N1(CCCCCC1)CCOC1=CC=C(C=C1)C(=O)C1=C(C=CC2=CC(=CC=C12)OC)C1=C(C=C(C=C1F)F)F ([4-(2-azepan-1-yl-ethoxy)-phenyl]-[6-methoxy-2-(2,4,6-trifluoro-phenyl)-naphthalen-1-yl]-methanone), B(Br)(Br)Br (boron tribromide), Cl (HCl). Run in CO (methanol), ClCCl (dichloromethane). Reaction conditions: temperature 0 celsius, time 15 minute. Yields the product N1(CCCCCC1)CCOC1=CC=C(C=C1)C(=O)C1=C(C=CC2=CC(=CC=C12)O)C1=C(C=C(C=C1F)F)F ([4-(2-Azepan-1-yl-ethoxy)-phenyl]-[6-hydroxy-2-(2,4,6-trifluoro-phenyl)-naphthalen-1-yl]-methanone). Yield: 56.1%. RXN SMILES: [N:1]1([CH2:8][CH2:9][O:10][C:11]2[CH:16]=[CH:15][C:14]([C:17]([C:19]3[C:28]4[C:23](=[CH:24][C:25]([O:29]C)=[CH:26][CH:27]=4)[CH:22]=[CH:21][C:20]=3[C:31]3[C:36]([F:37])=[CH:35][C:34]([F:38])=[CH:33][C:32]=3[F:39])=[O:18])=[CH:13][CH:12]=2)[CH2:7][CH2:6][CH2:5][CH2:4][CH2:3][CH2:2]1.Cl.B(Br)(Br)Br.C(=O)(O)[O-].[Na+]>ClCCl.CO>[N:1]1([CH2:8][CH2:9][O:10][C:11]2[CH:16]=[CH:15][C:14]([C:17]([C:19]3[C:28]4[C:23](=[CH:24][C:25]([OH:29])=[CH:26][CH:27]=4)[CH:22]=[CH:21][C:20]=3[C:31]3[C:36]([F:37])=[CH:35][C:34]([F:38])=[CH:33][C:32]=3[F:39])=[O:18])=[CH:13][CH:12]=2)[CH2:7][CH2:6][CH2:5][CH2:4][CH2:3][CH2:2]1 |f:3.4|. Procedure: Dissolve [4-(2-azepan-1-yl-ethoxy)-phenyl]-[6-methoxy-2-(2,4,6-trifluoro-phenyl)-naphthalen-1-yl]-methanone (634 mg, 1.2 mmol) in dichloromethane (10 mL). Cool to 0° C., add HCl (2M in ether, 1.2 mL, 2.4 mmol) and stir at room temperature for 15 minutes. Concentrate in vacuo. Redissolve the salt in dichloromethane (10 mL) and cool to 0° C. Add boron tribromide (949 mg, 3.6 mmol) dropwise and bring to room temperature. Stir reaction for 1.5 hour and pour reaction mixture onto ice, saturated sodiu... The reactants are C(C)C1=NC2=C(N1C)C=C(C=C2)N2C(C=C(C=C2)OCC2=CSC(=C2)F)=O (1-(2-ethyl-1-methyl-1H-benzimidazol-6-yl)-4-((5-fluoro-3-thienyl)methoxy)pyridin-2(1H)-one), C(C)C1=NC2=C(N1C)C=C(C=C2)N2C(C=C(C=C2)OCC2=C(SC=C2)F)=O (1-(2-ethyl-1-methyl-1H-benzimidazol-6-yl)-4-((2-fluoro-3-thienyl)methoxy)pyridin-2(1H)-one). The product is C(C)C1=NC2=C(N1C)C=C(C=C2)N2C(C=C(C=C2)OCC2=CSC=C2)=O (1-(2-Ethyl-1-methyl-1H-benzimidazol-6-yl)-4-(3-thienylmethoxy)pyridin-2(1H)-one). Reaction SMILES: [CH2:1]([C:3]1[N:7]([CH3:8])[C:6]2[CH:9]=[C:10]([N:13]3[CH:18]=[CH:17][C:16]([O:19][CH2:20][C:21]4[CH:25]=[C:24](F)[S:23][CH:22]=4)=[CH:15][C:14]3=[O:27])[CH:11]=[CH:12][C:5]=2[N:4]=1)[CH3:2].C(C1N(C)C2C=C(N3C=CC(OCC4C=CSC=4F)=CC3=O)C=CC=2N=1)C>>[CH2:1]([C:3]1[N:7]([CH3:8])[C:6]2[CH:9]=[C:10]([N:13]3[CH:18]=[CH:17][C:16]([O:19][CH2:20][C:21]4[CH:25]=[CH:24][S:23][CH:22]=4)=[CH:15][C:14]3=[O:27])[CH:11]=[CH:12][C:5]=2[N:4]=1)[CH3:2]. Procedure details: A mixture of the title compound, 1-(2-ethyl-1-methyl-1H-benzimidazol-6-yl)-4-((5-fluoro-3-thienyl)methoxy)pyridin-2(1H)-one and 1-(2-ethyl-1-methyl-1H-benzimidazol-6-yl)-4-((2-fluoro-3-thienyl)methoxy)pyridin-2(1H)-one obtained in step B in example 231 was subjected to HPLC separation (C18, mobile phase: H2O/CH3CN (0.1% TFA included)). The desired fraction was neutralized with saturated NaHCO3 solution and extracted with EtOAc. The organic layer was separated, dried over MgSO4 and concentrated i... Starting materials: C(C1=CC=CC=C1)N([C@H]1[C@H](OC2=C(N(C1=O)CC(F)(F)F)C=C(C=C2)F)CC)CC2=CC=CC=C2 ((6R,7S)-7-dibenzylamino-6-ethyl-2-fluoro-9-(2,2,2-trifluoro-ethyl)-6,7-dihydro-9H-5-oxa-9-aza-benzocyclohepten-8-one). The reagents and catalysts are [Pd] (Pd/C). Run in CO (methanol). Product: N[C@H]1[C@H](OC2=C(N(C1=O)CC(F)(F)F)C=C(C=C2)F)CC ((6R,7S)-7-Amino-6-ethyl-2-fluoro-9-(2,2,2-trifluoro-ethyl)-6,7-dihydro-9H-5-oxa-9-aza-benzocyclohepten-8-one). The yield is 66.0%. Reaction SMILES: C([N:8](CC1C=CC=CC=1)[C@@H:9]1[C:15](=[O:16])[N:14]([CH2:17][C:18]([F:21])([F:20])[F:19])[C:13]2[CH:22]=[C:23]([F:26])[CH:24]=[CH:25][C:12]=2[O:11][C@@H:10]1[CH2:27][CH3:28])C1C=CC=CC=1>CO.[Pd]>[NH2:8][C@@H:9]1[C:15](=[O:16])[N:14]([CH2:17][C:18]([F:19])([F:21])[F:20])[C:13]2[CH:22]=[C:23]([F:26])[CH:24]=[CH:25][C:12]=2[O:11][C@@H:10]1[CH2:27][CH3:28]. Procedure details: The title compound was prepared in 66% yield by hydrogenation of (6R,7S)-7-dibenzylamino-6-ethyl-2-fluoro-9-(2,2,2-trifluoro-ethyl)-6,7-dihydro-9H-5-oxa-9-aza-benzocyclohepten-8-one in methanol with Pd/C (10%), MS m/e (%): 307.1 (M+H+, 100). Starting materials: O=c1ccccn1C(=S)n1ccccc1=O, Nc1cc(-c2cccnc2F)ncn1, [H-], [Na+], CN(C)C=O. The product is Fc1ncccc1-c1cc(N=C=S)ncn1. RXN SMILES: [C:17](=[S:18])([n:19]1[cH:20][cH:21][cH:22][cH:23][c:24]1=[O:25])[n:26]1[cH:27][cH:28][cH:29][cH:30][c:31]1=[O:32].[F:1][c:2]1[n:3][cH:4][cH:5][cH:6][c:7]1-[c:8]1[cH:9][c:10]([NH2:14])[n:11][cH:12][n:13]1.[H-:16].[Na+:15].[O:33]=[CH:34][N:35]([CH3:36])[CH3:37]>>[F:1][c:2]1[n:3][cH:4][cH:5][cH:6][c:7]1-[c:8]1[cH:9][c:10]([N:14]=[C:17]=[S:18])[n:11][cH:12][n:13]1. Starting materials: C(C1=CC=CC=C1)OC(=O)C(C(=O)N[C@@H]1C(N([C@@H]1C(=O)OC)S(=O)(=O)[O-])=O)C1=CC=CC=C1.[Na+] (sodium cis-3-(2-benzyloxycarbonyl-2-phenylacetamido)-4-methoxycarbonyl-2-oxoazetidine-1-sulfonate), C(O)([O-])=O.[Na+] (sodium hydrogen carbonate). The reagents and catalysts are [Pd] (palladium-on-carbon). Run in C(C)O (ethanol). Conditions: time 3.5 hour. Yields the product C(=O)(O)C(C(=O)N[C@@H]1C(N([C@@H]1C(=O)OC)S(=O)(=O)O)=O)C1=CC=CC=C1 (cis-3-(2-carboxy-2-phenylacetamido)-4-methoxycarbonyl-1-sulfo-2-oxoazetidine). RXN SMILES: C([O:8][C:9]([CH:11]([C:28]1[CH:33]=[CH:32][CH:31]=[CH:30][CH:29]=1)[C:12]([NH:14][C@H:15]1[C@@H:18]([C:19]([O:21][CH3:22])=[O:20])[N:17]([S:23]([O-:26])(=[O:25])=[O:24])[C:16]1=[O:27])=[O:13])=[O:10])C1C=CC=CC=1.[Na+].C(=O)([O-])O.[Na+]>[Pd].C(O)C>[C:9]([CH:11]([C:28]1[CH:33]=[CH:32][CH:31]=[CH:30][CH:29]=1)[C:12]([NH:14][C@H:15]1[C@@H:18]([C:19]([O:21][CH3:22])=[O:20])[N:17]([S:23]([OH:26])(=[O:25])=[O:24])[C:16]1=[O:27])=[O:13])([OH:10])=[O:8] |f:0.1,2.3|. Reported procedure: To 6 ml of 80% ethanol are added 106 mg of sodium cis-3-(2-benzyloxycarbonyl-2-phenylacetamido)-4-methoxycarbonyl-2-oxoazetidine-1-sulfonate, 106 mg of 5% palladium-on-carbon and 16.8 mg of sodium hydrogen carbonate, and the mixture is vigorously stirred under hydrogen atmosphere for 3.5 hours at ambient temperature under atmospheric pressure. The reaction mixture is subjected to filtration, and the filtrate is concentrated under reduced pressure. The concentrate is purified by column chromatogr... Starting materials: CN(C=1SC=C(N1)C(=O)N(C)C)CC#C (2-(N-methyl-2-propynylamino)-4-dimethylaminocarbonylthiazole), [H-].[Al+3].[Li+].[H-].[H-].[H-] (lithium aluminium hydride). Run in O1CCCC1 (tetrahydrofuran). The product is CN(C=1SC=C(N1)CN(C)C)CC#C (2-(N-methyl-2-propynylamino)-4-dimethylaminomethylthiazole), oil. RXN SMILES: [CH3:1][N:2]([CH2:13][C:14]#[CH:15])[C:3]1[S:4][CH:5]=[C:6]([C:8]([N:10]([CH3:12])[CH3:11])=O)[N:7]=1.[H-].[Al+3].[Li+].[H-].[H-].[H-]>O1CCCC1>[CH3:1][N:2]([CH2:13][C:14]#[CH:15])[C:3]1[S:4][CH:5]=[C:6]([CH2:8][N:10]([CH3:12])[CH3:11])[N:7]=1 |f:1.2.3.4.5.6|. Procedure details: 2-(N-Methyl-2-propynylamino)-4-dimethylaminocarbonylthiazole (k) (474 mg) was dissolved in tetrahydrofuran (15 ml) and lithium aluminium hydride (250 mg) was added thereto at room temperature with stirring. The mixture was refluxed for 1 hour and, after decomposition of the excess lithium aluminium hydride with water, evaporated to remove the tetrahydrofuran. The residue was extracted with chloroform. The extract was washed with water, dried and evaporated to remove the solvent. The residue was ...